Dataset: the Open Reaction Database (ORD), a public repository of structured organic reaction records. Task: describe an organic reaction: reactants, conditions, products, and yield Starting materials: FC(C(=O)NC1=CC=C(C=C1)C#N)(C(C(F)(F)F)(F)F)F (2,2,3,3,4,4,4-heptafluoro-N-[4-(cyano)phenyl]butanamide), [N-]=[N+]=[N-].[Na+] (sodium azide), [Cl-].[NH4+] (ammonium chloride), CN(C=O)C (dimethylformamide). Solvent: O (water). The product is FC(C(=O)NC1=CC=C(C=C1)C1=NN=NN1)(C(C(F)(F)F)(F)F)F (2,2,3,3,4,4,4-Heptafluoro-N-[4-(1H-tetrazol-5-yl)phenyl]butanamide). Reaction SMILES: [F:1][C:2]([F:21])([C:14]([F:20])([F:19])[C:15]([F:18])([F:17])[F:16])[C:3]([NH:5][C:6]1[CH:11]=[CH:10][C:9]([C:12]#[N:13])=[CH:8][CH:7]=1)=[O:4].[N-:22]=[N+:23]=[N-:24].[Na+].[Cl-].[NH4+].CN(C)C=O>O>[F:1][C:2]([F:21])([C:14]([F:19])([F:20])[C:15]([F:18])([F:16])[F:17])[C:3]([NH:5][C:6]1[CH:11]=[CH:10][C:9]([C:12]2[NH:24][N:23]=[N:22][N:13]=2)=[CH:8][CH:7]=1)=[O:4] |f:1.2,3.4|. Reported procedure: A mixture of 2,2,3,3,4,4,4-heptafluoro-N-[4-(cyano)phenyl]butanamide (1.5 g,) sodium azide (1.55 g), ammonium chloride (1.28 g) and dimethylformamide (20 mL) was heated in a 130°-135° C. oil bath overnight. The reaction mixture was then poured onto 200 mL of water and the resulting solid was filtered off and recrystallized from ethanol. The product was dried at 100° C. overnight using an abderhalden (drying pistol) to give the title compound, m.p. 266°-268° C. Starting materials: CS(C)=O, [H-], COC(=O)c1ccc([N+](=O)[O-])o1, [Na+], CC(=O)Cc1ccc(O)cc1. Product: COC(=O)c1ccc(Oc2ccc(CC(C)=O)cc2)o1. Reaction SMILES: [CH3:26][S:27]([CH3:28])=[O:29].[H-:1].[N+:14]([O-:15])(=[O:16])[c:17]1[cH:18][cH:19][c:20]([C:22](=[O:23])[O:24][CH3:25])[o:21]1.[Na+:2].[OH:3][c:4]1[cH:5][cH:6][c:7]([CH2:10][C:11]([CH3:12])=[O:13])[cH:8][cH:9]1>>[O:3]([c:4]1[cH:5][cH:6][c:7]([CH2:10][C:11]([CH3:12])=[O:13])[cH:8][cH:9]1)[c:17]1[cH:18][cH:19][c:20]([C:22](=[O:23])[O:24][CH3:25])[o:21]1. Starting materials: CC1CCCN1CCc1ccc([N+](=O)[O-])cc1, CC1CCCN1CCc1ccc(N)c([N+](=O)[O-])c1. Yields the product CC1CCCN1CCc1ccc(N)c(N)c1. RXN SMILES: [CH3:19][CH:20]1[CH2:21][CH2:22][CH2:23][N:24]1[CH2:25][CH2:26][c:27]1[cH:28][cH:29][c:30]([N+:31]([O-:32])=[O:33])[cH:34][cH:35]1.[CH3:1][CH:2]1[N:3]([CH2:7][CH2:8][c:9]2[cH:10][c:11]([N+:16]([O-:17])=[O:18])[c:12]([NH2:13])[cH:14][cH:15]2)[CH2:4][CH2:5][CH2:6]1>>[CH3:1][CH:2]1[N:3]([CH2:7][CH2:8][c:9]2[cH:10][c:11]([NH2:16])[c:12]([NH2:13])[cH:14][cH:15]2)[CH2:4][CH2:5][CH2:6]1. Yields the product [Br-], Cc1ccc(CS(=O)(=O)NCCC[N+](C)(C)CCNC(=O)c2nc(Cl)c(N)nc2N)cc1. Reactants: [Br-], CN1CCOCC1, C[N+](C)(CCCN)CCNC(=O)c1nc(Cl)c(N)nc1N, CN(C)C=O, Cc1ccc(CS(=O)(=O)Cl)cc1. RXN SMILES: [Br-:1].[CH3:35][N:36]1[CH2:37][CH2:38][O:39][CH2:40][CH2:41]1.[NH2:2][CH2:3][CH2:4][CH2:5][N+:6]([CH3:7])([CH3:8])[CH2:9][CH2:10][NH:11][C:12](=[O:13])[c:14]1[n:15][c:16]([Cl:22])[c:17]([NH2:21])[n:18][c:19]1[NH2:20].[O:42]=[CH:43][N:44]([CH3:45])[CH3:46].[c:23]1([CH3:34])[cH:24][cH:25][c:26]([CH2:29][S:30](=[O:31])(=[O:32])[Cl:33])[cH:27][cH:28]1>>[Br-:1].[NH:2]([CH2:3][CH2:4][CH2:5][N+:6]([CH3:7])([CH3:8])[CH2:9][CH2:10][NH:11][C:12](=[O:13])[c:14]1[n:15][c:16]([Cl:22])[c:17]([NH2:21])[n:18][c:19]1[NH2:20])[S:30]([CH2:29][c:26]1[cH:25][cH:24][c:23]([CH3:34])[cH:28][cH:27]1)(=[O:31])=[O:32]. Reactants: COC(C)(C)C, CC(=O)[O-], CC(=O)[O-], CSC, COc1ccc(C=NS(=O)(=O)c2ccc(C)cc2)cc1, ClCCl, [Rh+2], [N-]=[N+]=Cc1ccccc1. Yields the product COc1ccc(C2C(c3ccccc3)N2S(=O)(=O)c2ccc(C)cc2)cc1. RXN SMILES: [C:36]([O:37][CH3:38])([CH3:39])([CH3:40])[CH3:41].[C:42]([O-:43])(=[O:44])[CH3:45].[C:47]([O-:48])(=[O:49])[CH3:50].[CH3:1][S:2][CH3:3].[CH3:4][O:5][c:6]1[cH:7][cH:8][c:9]([CH:10]=[N:11][S:12](=[O:13])(=[O:14])[c:15]2[cH:16][cH:17][c:18]([CH3:21])[cH:19][cH:20]2)[cH:22][cH:23]1.[Cl:33][CH2:34][Cl:35].[Rh+2:46].[c:24]1([CH:30]=[N+:31]=[N-:32])[cH:25][cH:26][cH:27][cH:28][cH:29]1>>[CH3:4][O:5][c:6]1[cH:7][cH:8][c:9]([CH:10]2[N:11]([S:12](=[O:13])(=[O:14])[c:15]3[cH:16][cH:17][c:18]([CH3:21])[cH:19][cH:20]3)[CH:30]2[c:24]2[cH:25][cH:26][cH:27][cH:28][cH:29]2)[cH:22][cH:23]1.